The task is: describe an organic reaction: reactants, conditions, products, and yield. This data is from the Open Reaction Database (ORD), a public repository of structured organic reaction records. As a reaction SMILES: [CH3:1][S:2]([O:3][CH2:6][CH2:7][c:8]1[o:9][c:10]2[c:11]([cH:12]1)[cH:13][c:14](-[c:17]1[n:18][cH:19][c:20]([C:23](=[O:24])[N:25]3[CH2:26][CH2:27][O:28][CH2:29][CH2:30]3)[cH:21][cH:22]1)[cH:15][cH:16]2)(=[O:4])=[O:5].[OH:31][CH:32]1[CH2:33][NH:34][CH2:35][CH2:36]1>>[CH2:6]([CH2:7][c:8]1[o:9][c:10]2[c:11]([cH:12]1)[cH:13][c:14](-[c:17]1[n:18][cH:19][c:20]([C:23](=[O:24])[N:25]3[CH2:26][CH2:27][O:28][CH2:29][CH2:30]3)[cH:21][cH:22]1)[cH:15][cH:16]2)[N:34]1[CH2:33][CH:32]([OH:31])[CH2:36][CH2:35]1. The reactants are CS(=O)(=O)OCCc1cc2cc(-c3ccc(C(=O)N4CCOCC4)cn3)ccc2o1, OC1CCNC1. Yields the product O=C(c1ccc(-c2ccc3oc(CCN4CCC(O)C4)cc3c2)nc1)N1CCOCC1.